Task: describe an organic reaction: reactants, conditions, products, and yield. Dataset: the Open Reaction Database (ORD), a public repository of structured organic reaction records Reactants: ClC1=NC=2C=CC(=C(C2C=C1)C(=O)NCC1CCCCC1)Cl (2,6-dichloro-N-(cyclohexylmethyl)quinoline-5-carboxamide), Example 43 ( a ), CNCCNC (N,N′-dimethyl-1,2-ethanediamine). Solvent: C(C)#N (acetonitrile). Reaction conditions: temperature 100 celsius. The product is Cl.Cl.ClC1=C(C=2C=CC(=NC2C=C1)N(CCNC)C)C(=O)NCC1CCCCC1 (6-Chloro-N-(cyclohexylmethyl)-2-[methyl[2-(methylamino)ethyl]amino]-5-quinolinecarboxamide, Dihydrochloride). As a reaction SMILES: [Cl:1][C:2]1[CH:11]=[CH:10][C:9]2[C:8]([C:12]([NH:14][CH2:15][CH:16]3[CH2:21][CH2:20][CH2:19][CH2:18][CH2:17]3)=[O:13])=[C:7]([Cl:22])[CH:6]=[CH:5][C:4]=2[N:3]=1.[CH3:23][NH:24][CH2:25][CH2:26][NH:27][CH3:28]>C(#N)C>[ClH:1].[ClH:1].[Cl:22][C:7]1[CH:6]=[CH:5][C:4]2[N:3]=[C:2]([N:24]([CH3:23])[CH2:25][CH2:26][NH:27][CH3:28])[CH:11]=[CH:10][C:9]=2[C:8]=1[C:12]([NH:14][CH2:15][CH:16]1[CH2:21][CH2:20][CH2:19][CH2:18][CH2:17]1)=[O:13] |f:3.4.5|. Procedure details: A stirred suspension of 2,6-dichloro-N-(cyclohexylmethyl)quinoline-5-carboxamide (Example 43 (a)) (200 mg) and N,N′-dimethyl-1,2-ethanediamine (0.30 mL) in acetonitrile (2 mL) was heated at 100° C. in a microwave for 90 minutes after which it was cooled to room temperature and concentrated. Purification (SiO2, dichloromethane:methanol:ammonia in methanol (7 M) 95:5:0.5), conversion to the dihydrochloride salt by treatment with hydrochloric acid (4M in 1,4-dioxane) and recrystallisation (methanol... Starting materials: CCOC(=O)C=C(CP(=O)(OCC)OCC)c1ccccc1, CC(C)(C)[O-], COc1ccc(OC)c(C(=O)C=O)c1, [K+], C1CCOC1, O. Yields the product CCOC(=O)C=C(C=CC(=O)c1cc(OC)ccc1OC)c1ccccc1. RXN SMILES: [CH2:7]([O:8][P:9]([O:10][CH2:11][CH3:12])(=[O:13])[CH2:15][C:16](=[CH:17][C:18](=[O:19])[O:20][CH2:21][CH3:22])[c:23]1[cH:24][cH:25][cH:26][cH:27][cH:28]1)[CH3:14].[CH3:1][C:2]([CH3:3])([O-:4])[CH3:5].[CH3:29][O:30][c:31]1[c:32]([C:39]([CH:40]=[O:41])=[O:42])[cH:33][c:34]([O:37][CH3:38])[cH:35][cH:36]1.[K+:6].[O:44]1[CH2:45][CH2:46][CH2:47][CH2:48]1.[OH2:43]>>[CH:15]([C:16](=[CH:17][C:18](=[O:19])[O:20][CH2:21][CH3:22])[c:23]1[cH:24][cH:25][cH:26][cH:27][cH:28]1)=[CH:40][C:39]([c:32]1[c:31]([O:30][CH3:29])[cH:36][cH:35][c:34]([O:37][CH3:38])[cH:33]1)=[O:42].